From a dataset of the Open Reaction Database (ORD), a public repository of structured organic reaction records. describe an organic reaction: reactants, conditions, products, and yield The reactants are CC(=O)OC(C)=O, CN(C)c1ccncc1, CC1(C)OCC(CO)O1, ClCCl. Product: CC(=O)OCC1COC(C)(C)O1. RXN SMILES: [CH3:10][C:11](=[O:12])[O:13][C:14](=[O:15])[CH3:16].[CH3:17][N:18]([c:19]1[cH:20][cH:21][n:22][cH:23][cH:24]1)[CH3:25].[CH3:1][C:2]1([CH3:9])[O:3][CH2:4][CH:5]([CH2:7][OH:8])[O:6]1.[Cl:26][CH2:27][Cl:28]>>[CH3:1][C:2]1([CH3:9])[O:3][CH2:4][CH:5]([CH2:7][O:8][C:11]([CH3:10])=[O:12])[O:6]1.